From a dataset of the Open Reaction Database (ORD), a public repository of structured organic reaction records. describe an organic reaction: reactants, conditions, products, and yield Starting materials: [N+](=O)([O-])C1=C(C=O)C=CC=C1 (o-nitrobenzaldehyde), N\C(=C/C(=O)N1CCCCC1)\C (3-aminocrotonic acid piperidide), CS(=O)(=O)CC(C)=O (methylsulphonylacetone). Solvent: CN(P(N(C)C)(N(C)C)=O)C (hexamethylphosphoric acid triamide), C(C)(=O)OCC (ethyl acetate). Product: CC=1NC(=C(C(C1C(=O)N1CCCCC1)C1=C(C=CC=C1)[N+](=O)[O-])S(=O)(=O)C)C (2,6-Dimethyl- 3-piperidinocarbonyl-4-(2-nitrophenyl)-5-methylsulphonyl-1,4-dihydropyridine). Reaction SMILES: [N+:1]([C:4]1[CH:11]=[CH:10][CH:9]=[CH:8][C:5]=1[CH:6]=O)([O-:3])=[O:2].[NH2:12]/[C:13](/[CH3:23])=[CH:14]\[C:15]([N:17]1[CH2:22][CH2:21][CH2:20][CH2:19][CH2:18]1)=[O:16].[CH3:24][S:25]([CH2:28][C:29](=O)[CH3:30])(=[O:27])=[O:26]>CN(C)P(=O)(N(C)C)N(C)C.C(OCC)(=O)C>[CH3:23][C:13]1[NH:12][C:29]([CH3:30])=[C:28]([S:25]([CH3:24])(=[O:27])=[O:26])[CH:6]([C:5]2[CH:8]=[CH:9][CH:10]=[CH:11][C:4]=2[N+:1]([O-:3])=[O:2])[C:14]=1[C:15]([N:17]1[CH2:22][CH2:21][CH2:20][CH2:19][CH2:18]1)=[O:16]. Reported procedure: 15.1 g of o-nitrobenzaldehyde, 16.8 g of 3-aminocrotonic acid piperidide and 13.6 g of methylsulphonylacetone are stirred in 100 ml of hexamethylphosphoric acid triamide for 10 hours under nitrogen at a bath temperature of 115° C. The mixture is cooled and dissolved in 600 ml of ethyl acetate and the solution is washed with a mixture of 600 ml of water, 90 ml of methanol and 90 ml of sodium chloride solution. The organic phase is separated off and the aqueous phase, in which a dark brown product... Reactants: OCc1cc2ccc(OCC3CC3)cc2[nH]1, ClCCl. Product: O=Cc1cc2ccc(OCC3CC3)cc2[nH]1. RXN SMILES: [CH:1]1([CH2:4][O:5][c:6]2[cH:7][cH:8][c:9]3[cH:10][c:11]([CH2:15][OH:16])[nH:12][c:13]3[cH:14]2)[CH2:2][CH2:3]1.[Cl:17][CH2:18][Cl:19]>>[CH:1]1([CH2:4][O:5][c:6]2[cH:7][cH:8][c:9]3[cH:10][c:11]([CH:15]=[O:16])[nH:12][c:13]3[cH:14]2)[CH2:2][CH2:3]1. The reactants are NC1=NC=CC=C1 (2-aminopyridine), BrC=1C(C2=CC=CC(=C2C(C1Br)=O)C)=O (2,3-dibromo-1,4-dihydro-1,4-dioxo-5-methylnaphthalene), C(C)O (ethanol). The product is O=C1C=2C(=CC=CC2C(C2=C1N=C1N2C=CC=C1)=O)C (6,11-dihydro-6,11-dioxo-7-methylnaphtho[2',3':4,5] imidazo-[1,2-a]pyridine), O=C1C=2C=CC=C(C2C(C2=C1N=C1N2C=CC=C1)=O)C (6,11-dihydro-6,11-dioxo-10-methylnaphtho[2',3':4,5]imidazo[1,2-a]pyridine), O=C1C(C2=C(N=C3N2C=CC=C3)C=3C=CC=C(C13)C)=O (5,6-dihydro-5,6-dioxo-4-methylnaphtho[1',2':4,5]-imidazo[1,2-a]pyridine). As a reaction SMILES: [NH2:1][C:2]1[CH:7]=[CH:6][CH:5]=[CH:4][N:3]=1.Br[C:9]1[C:10](=[O:22])[C:11]2[C:16]([C:17](=[O:20])[C:18]=1Br)=[C:15]([CH3:21])[CH:14]=[CH:13][CH:12]=2.C([OH:25])C>>[O:20]=[C:17]1[C:18]2[N:1]=[C:2]3[CH:7]=[CH:6][CH:5]=[CH:4][N:3]3[C:9]=2[C:10](=[O:22])[C:11]2[CH:12]=[CH:13][CH:14]=[C:15]([CH3:21])[C:16]1=2.[O:22]=[C:10]1[C:9]2[N:1]=[C:2]3[CH:7]=[CH:6][CH:5]=[CH:4][N:3]3[C:18]=2[C:17](=[O:20])[C:16]2[C:15]([CH3:21])=[CH:14][CH:13]=[CH:12][C:11]1=2.[O:20]=[C:17]1[C:16]2[C:15]([CH3:21])=[CH:14][CH:13]=[CH:12][C:11]=2[C:10]2[N:1]=[C:2]3[CH:7]=[CH:6][CH:5]=[CH:4][N:3]3[C:9]=2[C:18]1=[O:25]. Procedure: 2.72 g (28.88 mmol, 2.4 eq) of 2-aminopyridine are added twice to a suspension of 4.00 g (12.12 mmol, 1 eq) of 2,3-dibromo-1,4-dihydro-1,4-dioxo-5-methylnaphthalene in 500 mL of ethanol. This mixture is brought to reflux for 48 h. After cooling to ambient temperature, the ethanol is eliminated by evaporation under reduced pressure. The 2,3-dibromo-1,4-dihydro-1,4-dioxo-5-methylnaphthalene that did not react is eliminated by precipitation in a CH2Cl2 /heptane, 80/20 mixture. The raw product is pu... Reactants: 28, FC1=CC=C(C=C1)C1(OCCO1)C1CCN(CC1)CCCC#N (4-[2-(4-fluorophenyl)-1,3-dioxolan-2-yl]-1-piperidinebutanenitrile), N (ammonia), CO (methanol), [H][H] (hydrogen). Reagents/catalysts: [Ni] (Raney nickel). Yields the product FC1=CC=C(C=C1)C1(OCCO1)C1CCN(CC1)CCCC(=O)N (4-[2-(4-fluorophenyl)-1,3-dioxolan-2-yl]-1-piperidinebutanamide), ( 10 ). Isolated yield 95.0%. As a reaction SMILES: [F:1][C:2]1[CH:7]=[CH:6][C:5]([C:8]2([CH:13]3[CH2:18][CH2:17][N:16]([CH2:19][CH2:20][CH2:21][C:22]#[N:23])[CH2:15][CH2:14]3)[O:12][CH2:11][CH2:10][O:9]2)=[CH:4][CH:3]=1.N.[H][H].C[OH:28]>[Ni]>[F:1][C:2]1[CH:7]=[CH:6][C:5]([C:8]2([CH:13]3[CH2:14][CH2:15][N:16]([CH2:19][CH2:20][CH2:21][C:22]([NH2:23])=[O:28])[CH2:17][CH2:18]3)[O:9][CH2:10][CH2:11][O:12]2)=[CH:4][CH:3]=1. Procedure: A mixture of 28 parts of 4-[2-(4-fluorophenyl)-1,3-dioxolan-2-yl]-1-piperidinebutanenitrile and 200 parts of methanol saturated with ammonia was hydrogenated at normal pressure and at room temperature with 5 parts of Raney nickel catalyst. After the calculated amount of hydrogen was taken up, the catalyst was filtered off over Hyflo and the filtrate was evaporated, yielding 25 parts (95%) of 4-[2-(4-fluorophenyl)-1,3-dioxolan-2-yl]-1-piperidinebutanamide as a residue (10). Reactants: BrC(Br)(Br)Br, CC(=O)OCCCCCCCCCCCCCCCCCO, ClCCl, c1ccc(P(c2ccccc2)c2ccccc2)cc1. Yields the product CC(=O)OCCCCCCCCCCCCCCCCCBr. RXN SMILES: [Br:23][C:24]([Br:25])([Br:26])[Br:27].[C:1]([CH3:2])(=[O:3])[O:4][CH2:5][CH2:6][CH2:7][CH2:8][CH2:9][CH2:10][CH2:11][CH2:12][CH2:13][CH2:14][CH2:15][CH2:16][CH2:17][CH2:18][CH2:19][CH2:20][CH2:21][OH:22].[Cl:47][CH2:48][Cl:49].[c:28]1([P:29]([c:30]2[cH:31][cH:32][cH:33][cH:34][cH:35]2)[c:36]2[cH:37][cH:38][cH:39][cH:40][cH:41]2)[cH:42][cH:43][cH:44][cH:45][cH:46]1>>[C:1]([CH3:2])(=[O:3])[O:4][CH2:5][CH2:6][CH2:7][CH2:8][CH2:9][CH2:10][CH2:11][CH2:12][CH2:13][CH2:14][CH2:15][CH2:16][CH2:17][CH2:18][CH2:19][CH2:20][CH2:21][Br:23]. Starting materials: 50, ClC=1C=CC2=C(N(C(=N2)C2CCCCC2)CCCO)C1 (6-chloro-2-cyclohexyl-1H-benzimidazole-1-propanol), S(=O)(Cl)Cl (sulfinyl chloride). Solvent: ClC(Cl)Cl (trichloromethane). Conditions: time 2 hour. The product is Cl.ClC=1C=CC2=C(N(C(=N2)C2CCCCC2)CCCCl)C1 (6-chloro-1-(3-chloropropyl)-2-cyclohexyl-1H-benzimidazole hydrochloride). As a reaction SMILES: [Cl:1][C:2]1[CH:3]=[CH:4][C:5]2[N:9]=[C:8]([CH:10]3[CH2:15][CH2:14][CH2:13][CH2:12][CH2:11]3)[N:7]([CH2:16][CH2:17][CH2:18]O)[C:6]=2[CH:20]=1.S(Cl)([Cl:23])=O>ClC(Cl)Cl>[ClH:1].[Cl:1][C:2]1[CH:3]=[CH:4][C:5]2[N:9]=[C:8]([CH:10]3[CH2:15][CH2:14][CH2:13][CH2:12][CH2:11]3)[N:7]([CH2:16][CH2:17][CH2:18][Cl:23])[C:6]=2[CH:20]=1 |f:3.4|. Reported procedure: To a stirred mixture of 50 parts of 6-chloro-2-cyclohexyl-1H-benzimidazole-1-propanol in 375 parts of trichloromethane are added dropwise 60 parts of sulfinyl chloride (exothermic reaction). Upon completion, stirring is continued for 2 hours at reflux temperature. The reaction mixture is evaporated and the semi-solid residue is dissolved in hot water. The solution is stirred with activated charcoal. The latter is filtered hot over hyflo and the filtrate is stirred in an ice-bath. The precipitate...